From a dataset of the Open Reaction Database (ORD), a public repository of structured organic reaction records. describe an organic reaction: reactants, conditions, products, and yield Reactants: C(C)(C)(C)OC(=O)N1CCC=2C(=NNC2CC1)C1=CC=C(C=C1)Cl (3-(4-chloro-phenyl)-4,5,7,8-tetrahydro-1H-1,2,6-triaza-azulene-6-carboxylic acid tert-butyl ester), CC=1C=C(CCl)C=CC1C (3,4-dimethylbenzyl chloride). Yields the product ClC1=CC=C(C=C1)C1=NN(C=2CCNCCC12)CC1=CC(=C(C=C1)C)C (3-(4-Chloro-phenyl)-1-(3,4-dimethyl-benzyl)-1,4,5,6,7,8-hexahydro-1,2,6-triaza-azulene). RXN SMILES: C(OC([N:8]1[CH2:17][CH2:16][C:15]2[NH:14][N:13]=[C:12]([C:18]3[CH:23]=[CH:22][C:21]([Cl:24])=[CH:20][CH:19]=3)[C:11]=2[CH2:10][CH2:9]1)=O)(C)(C)C.[CH3:25][C:26]1[CH:27]=[C:28]([CH:31]=[CH:32][C:33]=1[CH3:34])[CH2:29]Cl>>[Cl:24][C:21]1[CH:20]=[CH:19][C:18]([C:12]2[C:11]3[CH2:10][CH2:9][NH:8][CH2:17][CH2:16][C:15]=3[N:14]([CH2:29][C:28]3[CH:31]=[CH:32][C:33]([CH3:34])=[C:26]([CH3:25])[CH:27]=3)[N:13]=2)=[CH:23][CH:22]=1. Reported procedure: The title compound (0.003 g) was prepared from 3-(4-chloro-phenyl)-4,5,7,8-tetrahydro-1H-1,2,6-triaza-azulene-6-carboxylic acid tert-butyl ester (Example 59, Step C, 0.1 g) using 3,4-dimethylbenzyl chloride (0.6 mL) in place of benzyl chloride. MS (ESI): exact mass calculated for C22H24ClN3, 365.17. found, m/z 366.2 [M+H]+. 1H NMR (500 MHz, CD3OD): 7.40-7.38 (m, 2H), 7.35-7.32 (m, 2H), 6.98-6.96 (m, 1H), 6.90-6.86 (m, 1H), 6.72-6.69 (m, 1H), 5.30 (s, 1H), 5.19 (s, 1H), 2.90-2.87 (m, 2H), 2.86-2.... Reaction SMILES: [C:1]([N:5]1[C:9]([CH2:10][C:11]2[CH:16]=[CH:15][C:14]([F:17])=[CH:13][CH:12]=2)=[C:8]([C:18]2[S:19][CH:20]=[C:21]([CH2:23][C:24](O)=[O:25])[N:22]=2)[CH:7]=[N:6]1)([CH3:4])([CH3:3])[CH3:2].[O:27]1[CH2:32][CH2:31][CH:30]([CH2:33][NH2:34])[CH2:29][CH2:28]1>>[C:1]([N:5]1[C:9]([CH2:10][C:11]2[CH:16]=[CH:15][C:14]([F:17])=[CH:13][CH:12]=2)=[C:8]([C:18]2[S:19][CH:20]=[C:21]([CH2:23][C:24]([NH:34][CH2:33][CH:30]3[CH2:31][CH2:32][O:27][CH2:28][CH2:29]3)=[O:25])[N:22]=2)[CH:7]=[N:6]1)([CH3:2])([CH3:4])[CH3:3]. The reactants are C(C)(C)(C)N1N=CC(=C1CC1=CC=C(C=C1)F)C=1SC=C(N1)CC(=O)O (2-(2-(1-tert-butyl-5-(4-fluorobenzyl)-1H-pyrazol-4-yl)thiazol-4-yl)acetic acid), O1CCC(CC1)CN ((tetrahydro-2H-pyran-4-yl)methanamine). Yields the product C(C)(C)(C)N1N=CC(=C1CC1=CC=C(C=C1)F)C=1SC=C(N1)CC(=O)NCC1CCOCC1 (2-{2-[1-tert-butyl-5-(4-fluorobenzyl)-1H-pyrazol-4-yl]-1,3-thiazol-4-yl}-N-(tetrahydro-2H-pyran-4-ylmethyl)acetamide). Procedure: Using the compound obtained in step 4 and (tetrahydro-2H-pyran-4-yl)methanamine and by reaction and purification in the same manner as in the method described in Example 1, step 7, the title compound was obtained. The reactants are C(C1=CC=CC=C1)C(C(=O)OC)CS(=O)(=O)N1CCN(CC1)CC1=CC=CC=C1 (Methyl 2-Benzyl-3-(1-benzyl-piperazin-4-ylsulfonyl)propionate), Cl (HCl). The solvent is C(Cl)Cl (methylene chloride). The product is Cl.C(C1=CC=CC=C1)C(C(=O)OC)CS(=O)(=O)N1CCNCC1 (Methyl 2-Benzyl-3-(piperazin-4-ylsulfonyl)propionate Hydrochloride). Isolated yield 81.0%. Reaction SMILES: [CH2:1]([CH:8]([CH2:13][S:14]([N:17]1[CH2:22][CH2:21][N:20](CC2C=CC=CC=2)[CH2:19][CH2:18]1)(=[O:16])=[O:15])[C:9]([O:11][CH3:12])=[O:10])[C:2]1[CH:7]=[CH:6][CH:5]=[CH:4][CH:3]=1.[ClH:30]>C(Cl)Cl>[ClH:30].[CH2:1]([CH:8]([CH2:13][S:14]([N:17]1[CH2:18][CH2:19][NH:20][CH2:21][CH2:22]1)(=[O:16])=[O:15])[C:9]([O:11][CH3:12])=[O:10])[C:2]1[CH:3]=[CH:4][CH:5]=[CH:6][CH:7]=1 |f:3.4|. Procedure: The resultant compound from Example 6A (4.66 g, 1.12 mol) was dissolved in methylene chloride and treated with gaseous HCl. The solution was evaporated and the residue was dissolved in methanol, treated with 10% Pd/C and hydrogenated under 50 psi hydrogen. The mixture was evaporated to afford 330 g (81%) of the desired product: 1H NMR (CDCl3) δ7.37-7.13 (m, 5H), 3.68 (s, 3H), 3.42 (dd, 1H), 3.29-3.18 (m, 1H), 3.18-3.12 (m, 4H), 3.07 (dd, 1H), 2.97-2.82 (m, 6H). Procedure details: To a solution of N-(pyridin-2-yl)pivalamide (1.84 g, 10 mmol) in tetrahydrofurane (100 mL) was added at −78° C. under an atmosphere of nitrogen 1.6 M butyl lithium in hexane (13.1 mL, 21 mmol). The reaction is slighly exothermic and a yellow color appears. The reaction is warmed to 0° C. within 15 minutes and stirred at 0° C. for 2 hours. A white suspension is formed. The reaction is cooled to −78° C. and 4-fluorobenzaldehyde (1.52 g, 1.29 mL, 12.0 mmol) was added in tetrahydrofurane (6.55 mL). ... Reactants: N1=C(C=CC=C1)NC(C(C)(C)C)=O (N-(pyridin-2-yl)pivalamide), CCCCCC (hexane), FC1=CC=C(C=O)C=C1 (4-fluorobenzaldehyde), [Cl-].[NH4+] (ammonium chloride). Run at temperature 0 celsius, time 2 hour. The solvent is O1CCCC1 (tetrahydrofurane), O1CCCC1 (tetrahydrofurane). The yield is 35.0%. Yields the product FC1=CC=C(C=C1)C(C=1C(=NC=CC1)NC(C(C)(C)C)=O)O (N-{3-[(4-Fluoro-phenyl)-hydroxy-methyl]-pyridin-2-yl}pivalamide), oil. As a reaction SMILES: [N:1]1[CH:6]=[CH:5][CH:4]=[CH:3][C:2]=1[NH:7][C:8](=[O:13])[C:9]([CH3:12])([CH3:11])[CH3:10].CCCCCC.[F:20][C:21]1[CH:28]=[CH:27][C:24]([CH:25]=[O:26])=[CH:23][CH:22]=1.[Cl-].[NH4+]>O1CCCC1>[F:20][C:21]1[CH:28]=[CH:27][C:24]([CH:25]([OH:26])[C:3]2[C:2]([NH:7][C:8](=[O:13])[C:9]([CH3:10])([CH3:12])[CH3:11])=[N:1][CH:6]=[CH:5][CH:4]=2)=[CH:23][CH:22]=1 |f:3.4|.